From a dataset of the Open Reaction Database (ORD), a public repository of structured organic reaction records. describe an organic reaction: reactants, conditions, products, and yield Reactants: [Si](N([Si](C)(C)C)[Na])(C)(C)C, c1(c(cncc1Br)Br)C. The reagents and catalysts are c1ccc(cc1)-c2c3ccccc3cc4ccccc24 (9-Phenylanthracene). The solvent is C1COCCO1 (Dioxane). Reaction conditions: temperature 120 celsius, time 18 hour. Product: Cc1c(Br)cncc1C#N. RXN SMILES: [CH3:1][c:2]1[c:8](Br)[cH:7][n:6][cH:5][c:3]1[Br:4].[CH3:9][Si]([N:10]([Si](C)(C)C)[Na])(C)C>>[CH3:1][c:2]1[c:8]([C:9]#[N:10])[cH:7][n:6][cH:5][c:3]1[Br:4]. Starting materials: OB(O)c1cnn(C(c2ccccc2)(c2ccccc2)c2ccccc2)c1, O=C([O-])[O-], CCO, [Cl-], [Li+], [Na+], [Na+], O, Cl[Pd]Cl, O=S(=O)(c1ccccc1)n1cc(I)c2cc(N3CCOCC3)cnc21, c1ccc(P(c2ccccc2)c2ccccc2)cc1, c1ccc(P(c2ccccc2)c2ccccc2)cc1. The product is O=S(=O)(c1ccccc1)n1cc(-c2cnn(C(c3ccccc3)(c3ccccc3)c3ccccc3)c2)c2cc(N3CCOCC3)cnc21. Reaction SMILES: [C:26]([c:27]1[cH:28][cH:29][cH:30][cH:31][cH:32]1)([c:33]1[cH:34][cH:35][cH:36][cH:37][cH:38]1)([c:39]1[cH:40][cH:41][cH:42][cH:43][cH:44]1)[n:45]1[n:46][cH:47][c:48]([B:50]([OH:51])[OH:52])[cH:49]1.[C:55](=[O:56])([O-:57])[O-:58].[CH3:61][CH2:62][OH:63].[Cl-:53].[Li+:54].[Na+:59].[Na+:60].[OH2:105].[Pd:64]([Cl:65])[Cl:66].[c:1]1([S:7](=[O:8])(=[O:9])[n:10]2[cH:11][c:12]([I:25])[c:13]3[c:14]2[n:15][cH:16][c:17]([N:19]2[CH2:20][CH2:21][O:22][CH2:23][CH2:24]2)[cH:18]3)[cH:2][cH:3][cH:4][cH:5][cH:6]1.[c:67]1([P:68]([c:69]2[cH:70][cH:71][cH:72][cH:73][cH:74]2)[c:75]2[cH:76][cH:77][cH:78][cH:79][cH:80]2)[cH:81][cH:82][cH:83][cH:84][cH:85]1.[c:86]1([P:87]([c:88]2[cH:89][cH:90][cH:91][cH:92][cH:93]2)[c:94]2[cH:95][cH:96][cH:97][cH:98][cH:99]2)[cH:100][cH:101][cH:102][cH:103][cH:104]1>>[c:1]1([S:7](=[O:8])(=[O:9])[n:10]2[cH:11][c:12](-[c:48]3[cH:47][n:46][n:45]([C:26]([c:27]4[cH:28][cH:29][cH:30][cH:31][cH:32]4)([c:33]4[cH:34][cH:35][cH:36][cH:37][cH:38]4)[c:39]4[cH:40][cH:41][cH:42][cH:43][cH:44]4)[cH:49]3)[c:13]3[c:14]2[n:15][cH:16][c:17]([N:19]2[CH2:20][CH2:21][O:22][CH2:23][CH2:24]2)[cH:18]3)[cH:2][cH:3][cH:4][cH:5][cH:6]1. Starting materials: C([O-])([O-])=O.[K+].[K+] (potassium carbonate), S(=O)(=O)(OC)OC (dimethyl sulphate), FC1=CC=C(C2=CC=CC=C12)O (4-Fluoro-naphthalen-1-ol). Solvent: CC(=O)C (acetone). Run at time 72 hour. Yields the product FC1=CC=C(C2=CC=CC=C12)OC (4-fluoro-1-methoxynaphthalene). Isolated yield 48.4%. Reaction SMILES: [F:1][C:2]1[C:11]2[C:6](=[CH:7][CH:8]=[CH:9][CH:10]=2)[C:5]([OH:12])=[CH:4][CH:3]=1.[C:13](=O)([O-])[O-].[K+].[K+].S(OC)(OC)(=O)=O>CC(C)=O>[F:1][C:2]1[C:11]2[C:6](=[CH:7][CH:8]=[CH:9][CH:10]=2)[C:5]([O:12][CH3:13])=[CH:4][CH:3]=1 |f:1.2.3|. Reported procedure: 21.7 g of 4-Fluoro-naphthalen-1-ol were dissolved in 250 ml acetone. 39.0 g of potassium carbonate and 14.6 ml dimethyl sulphate were added at room temperature. The reaction was placed under nitrogen and stirred for 72 h. The mixture was filtrated; the solid washed with acetone, and the filtrate was concentrated to a viscous oil, which was taken up in ethyl acetate. This was washed with water and with brine, dried over sodium sulphate, filtered through celite and concentrated. The resulting oil ... The reactants are CC(C)(C)OC(=O)NC(Cc1ccccc1)C(O)CCl, CC(C)=O, [Na+], [OH-]. Yields the product CC(C)(C)OC(=O)NC(Cc1ccccc1)C1CO1. Reaction SMILES: [CH2:1]([c:2]1[cH:3][cH:4][cH:5][cH:6][cH:7]1)[CH:8]([CH:9]([CH2:10][Cl:11])[OH:12])[NH:13][C:14]([O:15][C:16]([CH3:17])([CH3:18])[CH3:19])=[O:20].[CH3:23][C:24](=[O:25])[CH3:26].[Na+:22].[OH-:21]>>[CH2:1]([c:2]1[cH:3][cH:4][cH:5][cH:6][cH:7]1)[CH:8]([CH:9]1[CH2:10][O:12]1)[NH:13][C:14]([O:15][C:16]([CH3:17])([CH3:18])[CH3:19])=[O:20]. Isolated yield 21.6%. The product is C1(CCCCCC1)=C(C=1NC=CN1)C1=CC=C(C#N)C=C1 (4-[1-cycloheptylidene-1(imidazolyl)methyl]benzonitrile). RXN SMILES: O[C:2]1([CH:9]([C:15]2[CH:22]=[CH:21][C:18]([C:19]#[N:20])=[CH:17][CH:16]=2)[C:10]2[NH:11][CH:12]=[CH:13][N:14]=2)[CH2:8][CH2:7][CH2:6][CH2:5][CH2:4][CH2:3]1.S(Cl)(Cl)=O>ClCCl>[C:2]1(=[C:9]([C:15]2[CH:22]=[CH:21][C:18]([C:19]#[N:20])=[CH:17][CH:16]=2)[C:10]2[NH:14][CH:13]=[CH:12][N:11]=2)[CH2:3][CH2:4][CH2:5][CH2:6][CH2:7][CH2:8]1. The reactants are OC1(CCCCCC1)C(C=1NC=CN1)C1=CC=C(C#N)C=C1 (4-[1-hydroxycyclohept-1-yl-1-(imidazolyl)methyl]benzonitrile), S(=O)(Cl)Cl (thionyl chloride). Reaction conditions: time 18 hour. Procedure: At 0°, 10 g of crude 4-[1-hydroxycyclohept-1-yl-1-(imidazolyl)methyl]benzonitrile is dissolved in 100 ml of dichloromethane and stirred with 10 ml of thionyl chloride for 4 hours. Then the mixture is concentrated to dryness under an oil pump vacuum, taken up in 100 ml of dichloromethane, and stirred with 40 ml of triethylamine for 18 hours at 25°. For working up purposes, the mixture is combined with water, extracted twice with dichloromethane, dried over sodium sulfate, concentrated to dryness ... The solvent is ClCCl (dichloromethane). Starting materials: FC1=C(C=C(C=C1)F)SCCN1CCC(CC1)(C(=O)OCC)CCCC1=C(C=NC2=CC=C(C=C12)OC)F (ethyl 1-[2-(2,5-difluorophenylthio)ethyl]-4-[3-(3-fluoro-6-methoxyquinolin-4-yl)propyl]piperidine-4-carboxylate), [OH-].[Na+] (sodium hydroxide). The solvent is O1CCOCC1 (dioxane), CO (methanol). Conditions: temperature 70 celsius, time 17 hour. Product: FC1=C(C=C(C=C1)F)SCCN1CCC(CC1)(C(=O)O)CCCC1=C(C=NC2=CC=C(C=C12)OC)F (1-[2-(2,5-difluorophenylthio)ethyl]-4-[3-(3-fluoro-6-methoxyquinolin-4-yl)propyl]piperidine-4-carboxylic acid). The yield is 121.6%. Reaction SMILES: [F:1][C:2]1[CH:7]=[CH:6][C:5]([F:8])=[CH:4][C:3]=1[S:9][CH2:10][CH2:11][N:12]1[CH2:17][CH2:16][C:15]([CH2:23][CH2:24][CH2:25][C:26]2[C:35]3[C:30](=[CH:31][CH:32]=[C:33]([O:36][CH3:37])[CH:34]=3)[N:29]=[CH:28][C:27]=2[F:38])([C:18]([O:20]CC)=[O:19])[CH2:14][CH2:13]1.[OH-].[Na+]>O1CCOCC1.CO>[F:1][C:2]1[CH:7]=[CH:6][C:5]([F:8])=[CH:4][C:3]=1[S:9][CH2:10][CH2:11][N:12]1[CH2:13][CH2:14][C:15]([CH2:23][CH2:24][CH2:25][C:26]2[C:35]3[C:30](=[CH:31][CH:32]=[C:33]([O:36][CH3:37])[CH:34]=3)[N:29]=[CH:28][C:27]=2[F:38])([C:18]([OH:20])=[O:19])[CH2:16][CH2:17]1 |f:1.2|. Reported procedure: A mixture of 0.26 g of ethyl 1-[2-(2,5-difluorophenylthio)ethyl]-4-[3-(3-fluoro-6-methoxyquinolin-4-yl)propyl]piperidine-4-carboxylate in 3 cm3 of dioxane, 3 cm3 of methanol and 1.4 cm3 of aqueous 5N sodium hydroxide solution was stirred at a temperature in the region of 70° C. for 17 hours. After cooling to about 20° C., the reaction mixture was concentrated to dryness under a pressure gradually reduced from 30 kPa to 2.5 kPa and at a temperature in the region of 45° C. The residue was taken up... Reaction SMILES: [CH:1]([N:4]1[CH2:9][CH2:8][N:7]([C:10]([C:12]2[CH:17]=[CH:16][C:15]([CH2:18][N:19]3[CH2:24][CH2:23][O:22][CH2:21][CH2:20]3)=[CH:14][CH:13]=2)=[O:11])[CH2:6][CH2:5]1)([CH3:3])[CH3:2].[C:25]([OH:32])(=[O:31])/[CH:26]=[CH:27]/[C:28]([OH:30])=[O:29]>C1COCC1>[C:25]([OH:32])(=[O:31])/[CH:26]=[CH:27]/[C:28]([OH:30])=[O:29].[CH:1]([N:4]1[CH2:9][CH2:8][N:7]([C:10]([C:12]2[CH:13]=[CH:14][C:15]([CH2:18][N:19]3[CH2:20][CH2:21][O:22][CH2:23][CH2:24]3)=[CH:16][CH:17]=2)=[O:11])[CH2:6][CH2:5]1)([CH3:3])[CH3:2] |f:3.4|. The product is C(\C=C\C(=O)O)(=O)O.C(C)(C)N1CCN(CC1)C(=O)C1=CC=C(C=C1)CN1CCOCC1 ((4-Isopropyl-piperazin-1-yl)-(4-morpholin-4-ylmethyl-phenyl)-methanone Mono-fumarate Salt). Run in C1CCOC1 (THF), C1CCOC1 (THF). Run at temperature 60 celsius, time 0.5 hour. Procedure details: To a THF solution (40 mL) of (4-isopropyl-piperazin-1-yl)-(4-morpholin-4-ylmethyl-phenyl)-methanone (3.0 g, 9.0 mmol) were added THF (40 mL) and fumaric acid (3.3 g, 28.4 mmol). The resulting mixture was heated to 60° C. and stirred for 0.5 h. The resulting suspension was cooled to 0° C. and the resulting precipitate was collected by filtration, washed with THF (20 mL), and dried in a vacuum oven at 65° C. for 20 h to yield crude title compound as a white solid. Starting materials: C(C)(C)N1CCN(CC1)C(=O)C1=CC=C(C=C1)CN1CCOCC1 ((4-isopropyl-piperazin-1-yl)-(4-morpholin-4-ylmethyl-phenyl)-methanone), C(\C=C\C(=O)O)(=O)O (fumaric acid). Reactants: C(C1=CC=CC=C1)OC(=O)NC1(CCC1)C1(NCCC=2C3=CC(=CC=C3NC12)C)C(=O)OC(C)(C)C (Tert-butyl 1-(1-{[(Benzyloxy)carbonyl]amino}cyclobutyl)-6-methyl-1,3,4,9-tetrahydro-2H-β-carboline Carboxylate). Solvent: C(C)(=O)OCC (ethyl acetate), Cl (hydrogen chloride). The product is CC=1C=C2C=3CCNC(C3NC2=CC1)C1(CCC1)NC(OC1=CC=CC=C1)=O (Phenyl 1-(6methyl-2,3,4,9-tetrahydro-1H-β-carbolin-1-yl)cyclobutylcarbamate). Reaction SMILES: [CH2:1]([O:8][C:9]([NH:11][C:12]1([C:16]2(C(OC(C)(C)C)=O)[C:28]3[NH:27][C:26]4[C:21](=[CH:22][C:23]([CH3:29])=[CH:24][CH:25]=4)[C:20]=3[CH2:19][CH2:18][NH:17]2)[CH2:15][CH2:14][CH2:13]1)=[O:10])[C:2]1C=[CH:6][CH:5]=[CH:4][CH:3]=1>C(OCC)(=O)C.Cl>[CH3:29][C:23]1[CH:22]=[C:21]2[C:26](=[CH:25][CH:24]=1)[NH:27][C:28]1[CH:16]([C:12]3([NH:11][C:9](=[O:10])[O:8][C:1]4[CH:2]=[CH:3][CH:4]=[CH:5][CH:6]=4)[CH2:13][CH2:14][CH2:15]3)[NH:17][CH2:18][CH2:19][C:20]2=1. Reported procedure: 0.9 g of the compound obtained in Example 97 are dissolved in 50 ml of ethyl acetate into which gaseous hydrogen chloride is bubbled. After reaction for one hour, the precipitate formed is filtered off, washed with diethyl ether and dried, enabling the expected product to be isolated. The reactants are FC(C(=O)O)(F)F.N1C(CCC1)C1=NC=CC2=CC(=CC=C12)S(=O)(=O)OC1=C(C(=C(C(=C1F)F)F)F)F (perfluorophenyl 1-(pyrrolidin-2-yl)isoquinoline-6-sulfonate 2,2,2-trifluoroacetate), COC1=C(CNC=2SC=CN2)C=CC(=C1)OC (N-(2,4-dimethoxybenzyl)thiazol-2-amine), C[Si](C)(C)[N-][Si](C)(C)C.[Li+] (Lithium bis(trimethylsilyl)amide). Run in O1CCCC1 (tetrahydrofuran). Reaction conditions: time 5 minute. Product: COC1=C(CN(S(=O)(=O)C=2C=C3C=CN=C(C3=CC2)C2NCCC2)C=2SC=CN2)C=CC(=C1)OC (N-(2,4-dimethoxybenzyl)-1-(pyrrolidin-2-yl)-N-(thiazol-2-yl)isoquinoline-6-sulfonamide). Reaction SMILES: FC(F)(F)C(O)=O.[NH:8]1[CH2:12][CH2:11][CH2:10][CH:9]1[C:13]1[C:22]2[C:17](=[CH:18][C:19]([S:23]([O:26]C3C(F)=C(F)C(F)=C(F)C=3F)(=[O:25])=O)=[CH:20][CH:21]=2)[CH:16]=[CH:15][N:14]=1.[CH3:38][O:39][C:40]1[CH:52]=[C:51]([O:53][CH3:54])[CH:50]=[CH:49][C:41]=1[CH2:42][NH:43][C:44]1[S:45][CH:46]=[CH:47][N:48]=1.C[Si]([N-][Si](C)(C)C)(C)C.[Li+]>O1CCCC1>[CH3:38][O:39][C:40]1[CH:52]=[C:51]([O:53][CH3:54])[CH:50]=[CH:49][C:41]=1[CH2:42][N:43]([C:44]1[S:45][CH:46]=[CH:47][N:48]=1)[S:23]([C:19]1[CH:18]=[C:17]2[C:22](=[CH:21][CH:20]=1)[C:13]([CH:9]1[CH2:10][CH2:11][CH2:12][NH:8]1)=[N:14][CH:15]=[CH:16]2)(=[O:25])=[O:26] |f:0.1,3.4|. Procedure: A solution of perfluorophenyl 1-(pyrrolidin-2-yl)isoquinoline-6-sulfonate 2,2,2-trifluoroacetate (Intermediate ZZZ; 0.350 g, 0.627 mmol) and N-(2,4-dimethoxybenzyl)thiazol-2-amine (0.173 g, 0.689 mmol) in tetrahydrofuran (6.27 ml) was cooled in a dry ice-acetone bath for 10 min. Lithium bis(trimethylsilyl)amide (1M in THF) (1.316 ml, 1.316 mmol) was added drop wise, then the reaction was stirred for 5 minutes. The cooling bath was removed and the reaction was stirred for 30 minutes. The reaction... Starting materials: C1(=CC=CC=C1)C1C=2C(CCCC2NC=2CCCC(C12)=O)=O (9-phenyl-3,4,6,7,9,10-hexahydro-1,8(2H,5H)-acridinedione), [BH4-].[Na+] (sodium borohydride), C(C)O (ethanol). Solvent: N1=CC=CC=C1 (pyridine). Reaction conditions: temperature 70 celsius. Yields the product C1(=CC=CC=C1)C1C=2CCCCC2NC=2CCCC(C12)=O (9-Phenyl-3,4,5,6,7,8,9,10-octahydro-1(2H)-acridinone). Isolated yield 63.0%. Reaction SMILES: [C:1]1([CH:7]2[C:20]3[C:19](=[O:21])[CH2:18][CH2:17][CH2:16][C:15]=3[NH:14][C:13]3[CH2:12][CH2:11][CH2:10][C:9](=O)[C:8]2=3)[CH:6]=[CH:5][CH:4]=[CH:3][CH:2]=1.[BH4-].[Na+].C(O)C>N1C=CC=CC=1>[C:1]1([CH:7]2[C:20]3[C:19](=[O:21])[CH2:18][CH2:17][CH2:16][C:15]=3[NH:14][C:13]3[CH2:12][CH2:11][CH2:10][CH2:9][C:8]2=3)[CH:6]=[CH:5][CH:4]=[CH:3][CH:2]=1 |f:1.2|. Procedure details: A mixture of 9-phenyl-3,4,6,7,9,10-hexahydro-1,8(2H,5H)-acridinedione (5.0 g), sodium borohydride (6.5 g), ethanol (150 mL) and pyridine (50 mL) was heated at 70° C. overnight and cooled to room temperature. The solvent was removed, the residue partitioned between water and ethyl acetate, the organic layer was dried and the solvent removed. Chromatography (methylene chloride/methanol; 98/2) provided the title compound (3.0g) as a white solid. Recrystallization from ethanol/hexane returned analyt...